This data is from the Open Reaction Database (ORD), a public repository of structured organic reaction records. The task is: describe an organic reaction: reactants, conditions, products, and yield The reactants are ClC1=CC=C(C(=O)O)C=C1 (4-chlorobenzoic acid), Cl.NC(C(=O)N[C@@H](CC1=CC(=CC=C1)C)B1O[C@@]2([C@H](O1)C[C@H]1C([C@@H]2C1)(C)C)C)(C)C (2-amino-2-methyl-N-{(1R)-2-(3-methylphenyl)-1-[(3aS,4S,6S,7aR)-3a,5,5-trimethylhexahydro-4,6-methano-1,3,2-benzodioxaborol-2-yl]ethyl}propanamide hydrochloride), C=1C=CC2=C(C1)N=NN2O (HOBt), CN1CCOCC1 (4-methylmorpholine), CCN=C=NCCCN(C)C (EDCI). Run in C(Cl)Cl (CH2Cl2). Run at temperature 22 celsius, time 12 hour. Yields the product ClC1=CC=C(C(=O)NC(C(=O)N[C@@H](CC2=CC(=CC=C2)C)B2O[C@@]3([C@H](O2)C[C@H]2C([C@@H]3C2)(C)C)C)(C)C)C=C1 (4-chloro-N-[1,1-dimethyl-2-({(1R)-2-(3-methylphenyl)-1-[(3aS,4S,6S,7aR)-3a,5,5-trimethylhexahydro-4,6-methano-1,3,2-benzodioxaborol-2-yl]ethyl}amino)-2-oxoethyl]benzamide). Isolated yield 77.8%. RXN SMILES: [Cl:1][C:2]1[CH:10]=[CH:9][C:5]([C:6]([OH:8])=O)=[CH:4][CH:3]=1.Cl.[NH2:12][C:13]([CH3:40])([CH3:39])[C:14]([NH:16][C@H:17]([B:26]1[O:30][C@@H:29]2[CH2:31][C@@H:32]3[CH2:35][C@H:34]([C@:28]2([CH3:38])[O:27]1)[C:33]3([CH3:37])[CH3:36])[CH2:18][C:19]1[CH:24]=[CH:23][CH:22]=[C:21]([CH3:25])[CH:20]=1)=[O:15].C1C=CC2N(O)N=NC=2C=1.CN1CCOCC1.CCN=C=NCCCN(C)C>C(Cl)Cl>[Cl:1][C:2]1[CH:3]=[CH:4][C:5]([C:6]([NH:12][C:13]([CH3:40])([CH3:39])[C:14]([NH:16][C@H:17]([B:26]2[O:30][C@@H:29]3[CH2:31][C@@H:32]4[CH2:35][C@H:34]([C@:28]3([CH3:38])[O:27]2)[C:33]4([CH3:37])[CH3:36])[CH2:18][C:19]2[CH:24]=[CH:23][CH:22]=[C:21]([CH3:25])[CH:20]=2)=[O:15])=[O:8])=[CH:9][CH:10]=1 |f:1.2|. Procedure details: To a solution of 4-chlorobenzoic acid (0.087 g, 0.553 mmol) in CH2Cl2 were added 2-amino-2-methyl-N-{(1R)-2-(3-methylphenyl)-1-[(3aS,4S,6S,7aR)-3a,5,5-trimethylhexahydro-4,6-methano-1,3,2-benzodioxaborol-2-yl]ethyl}propanamide hydrochloride (0.20 g, 0.503 mmol), HOBt (0.075 g, 0.553 mmol), 4-methylmorpholine (0.204 g, 2.42 mmol) and EDCI (0.106 g, 0.553 mmol). The reaction mixture was allowed to stir at 22° C. After 12 h, the reaction mixture was quenched with a saturated solution of sodium bica... Starting materials: COC(=O)C(C(C)C)n1ccc2c([N+](=O)[O-])cccc2c1=O, CO, [Pd]. Yields the product COC(=O)C(C(C)C)n1ccc2c(N)cccc2c1=O. Reaction SMILES: [CH3:1][CH:2]([CH:3]([C:4](=[O:5])[O:6][CH3:7])[n:8]1[c:9](=[O:21])[c:10]2[cH:11][cH:12][cH:13][c:14]([N+:18]([O-:19])=[O:20])[c:15]2[cH:16][cH:17]1)[CH3:22].[CH3:23][OH:24].[Pd:25]>>[CH3:1][CH:2]([CH:3]([C:4](=[O:5])[O:6][CH3:7])[n:8]1[c:9](=[O:21])[c:10]2[cH:11][cH:12][cH:13][c:14]([NH2:18])[c:15]2[cH:16][cH:17]1)[CH3:22]. Starting materials: [H-].[Na+] (NaH), ClC1=NC=CC2=C1C(=NN2)I (4-chloro-3-iodo-1H-pyrazolo[4,3-c]pyridine), BrC(C)C (2-bromopropane). Run in CN(C)C=O (DMF). Run at time 8 hour. Yields the product ClC1=NC=CC2=C1C(=NN2C(C)C)I (4-chloro-3-iodo-1-isopropyl-1H-pyrazolo[4,3-c]pyridine). Yield: 53.0%. Reaction SMILES: [Cl:1][C:2]1[C:7]2[C:8]([I:11])=[N:9][NH:10][C:6]=2[CH:5]=[CH:4][N:3]=1.[H-].[Na+].Br[CH:15]([CH3:17])[CH3:16]>CN(C=O)C>[Cl:1][C:2]1[C:7]2[C:8]([I:11])=[N:9][N:10]([CH:15]([CH3:17])[CH3:16])[C:6]=2[CH:5]=[CH:4][N:3]=1 |f:1.2|. Procedure details: A solution of 4-chloro-3-iodo-1H-pyrazolo[4,3-c]pyridine (103) (50 mg, 0.179 mmol) in DMF (1 mL) was cooled to 0° C., NaH (8.6 mg, 1.2 eq, 0.215 mmol) was added slowly and then 2-bromopropane was added dropwise. The solution was stirred overnight at room temperature. The mixture was concentrated in vacuo. The crude product was then purified by column chromatography using a gradient of CH2Cl2 in hexanes to afford 4-chloro-3-iodo-1-isopropyl-1H-pyrazolo[4,3-c]pyridine (301) (30 mg, 53% yield) as a...